This data is from the Open Reaction Database (ORD), a public repository of structured organic reaction records. The task is: describe an organic reaction: reactants, conditions, products, and yield The reactants are C1=CC(=CC=C1N)O (p-aminophenol), O=C(CCC(=O)O)CCC(=O)O (4-oxoheptanedioic acid), O1C(CCC12OC(CC2)=O)=O (1,6-dioxaspiro[4.4]nonane-2,7-dione). Yields the product 1,6-di(4-hydroxyphenyl)-1,6-diasaspiro[4.4]nonane-2,7-dione, NC1=CC=C(C=C1)C1=CC=C(C=C1)O (4-amino-4'-hydroxybiphenyl). As a reaction SMILES: C1[C:6]([NH2:7])=[CH:5][CH:4]=C(O)C=1.O=[C:10]([CH2:16][CH2:17][C:18](O)=O)[CH2:11][CH2:12][C:13](O)=[O:14].O1C2(CCC(=O)O2)C[CH2:23][C:22]1=O>>[NH2:7][C:6]1[CH:5]=[CH:4][C:16]([C:10]2[CH:11]=[CH:12][C:13]([OH:14])=[CH:23][CH:22]=2)=[CH:17][CH:18]=1. Reported procedure: The hydroxy-containing primary amino compound and the spirodilactam precursor are typically contacted in a molar ratio of about 2:1 in the presence of an inert reaction diluent capable of dissolving at least a portion of each reactant at reaction temperature. A preferred class of reaction diluents comprises N-alkylamides such as N,N-dimethylacetamide or N-methyl-2-pyrrolidone. Reaction conditions include a reaction temperature from about 80° C. to about 200° C. and a reaction pressure sufficient...